Dataset: the Open Reaction Database (ORD), a public repository of structured organic reaction records. Task: describe an organic reaction: reactants, conditions, products, and yield Starting materials: C1(=CC=CC=C1)C1=C(OC=2C(C=CC2)=C1)CC(=O)O (3-phenyl-7-benzofuranacetic acid), mercuric oxide, II (iodine). The solvent is C1=CC=CC=C1 (benzene). The product is IC1(OC=2C(C=CC2)=CC1C1=CC=CC=C1)CC(=O)O (2-iodo-3-phenyl-7-benzofuranacetic acid). RXN SMILES: [C:1]1([C:7]2[CH:15]=[C:11]3[CH:12]=[CH:13][CH:14]=[C:10]3[O:9][C:8]=2[CH2:16][C:17]([OH:19])=[O:18])[CH:6]=[CH:5][CH:4]=[CH:3][CH:2]=1.[I:20]I>C1C=CC=CC=1>[I:20][C:8]1([CH2:16][C:17]([OH:19])=[O:18])[CH:7]([C:1]2[CH:2]=[CH:3][CH:4]=[CH:5][CH:6]=2)[CH:15]=[C:11]2[CH:12]=[CH:13][CH:14]=[C:10]2[O:9]1. Procedure details: To a solution of 2.08 g. (8.25 mmoles) of 3-phenyl-7-benzofuranacetic acid in 10 ml. of benzene at 60° C. is slowly added small portions of yellow mercuric oxide (1.45 g., 6.7 mmoles) and iodine (2.09 g., 8.25 mmoles). After about two hours the mixture is filtered, then the filtrate is evaporated to dryness to provide 2-iodo-3-phenyl-7-benzofuranacetic acid. The reactants are Brc1ccccc1OCc1ccccc1, C1CCOC1, [Li]CCCC, CCCCCC, Cc1ccc(C=O)cc1, O. The product is Cc1ccc(C(O)c2ccccc2OCc2ccccc2)cc1. RXN SMILES: [CH2:12]([c:13]1[cH:14][cH:15][cH:16][cH:17][cH:18]1)[O:19][c:20]1[c:21]([Br:26])[cH:22][cH:23][cH:24][cH:25]1.[CH2:37]1[O:38][CH2:39][CH2:40][CH2:41]1.[CH2:7]([Li:8])[CH2:9][CH2:10][CH3:11].[CH3:1][CH2:2][CH2:3][CH2:4][CH2:5][CH3:6].[CH3:27][c:28]1[cH:29][cH:30][c:31]([CH:32]=[O:33])[cH:34][cH:35]1.[OH2:36]>>[CH2:12]([c:13]1[cH:14][cH:15][cH:16][cH:17][cH:18]1)[O:19][c:20]1[c:21]([CH:32]([c:31]2[cH:30][cH:29][c:28]([CH3:27])[cH:35][cH:34]2)[OH:33])[cH:22][cH:23][cH:24][cH:25]1. Starting materials: NC1=NC(=NN1)N(C)C (5-amino-3-dimethylamino-1H-1,2,4-triazole), Cl.C(C1=CC=CC=C1)N1CC(C(CC1)=O)C(=O)OC (1-benzyl-3-carbomethoxy-4-piperidone-hydrochloride), mixture, [OH-].[NH4+] (ammonium hydroxide). Solvent: C(C)(=O)O (acetic acid). Conditions: time 2 hour. The product is C(C1=CC=CC=C1)N1CC2=C(N=C3N(C2)NC(=N3)N(C)C)C(C1)=O (7-benzyl-2-dimethylamino-6,7,8,9-tetrahydro-pyrido[4,3-d]-1,2,4-triazolo[1,5-a]pyrimidine-5(10H)-one). Yield: 58.0%. RXN SMILES: [NH2:1][C:2]1[NH:6][N:5]=[C:4]([N:7]([CH3:9])[CH3:8])[N:3]=1.Cl.[CH2:11]([N:18]1[CH2:23][CH2:22][C:21](=O)[CH:20]([C:25](OC)=O)[CH2:19]1)[C:12]1[CH:17]=[CH:16][CH:15]=[CH:14][CH:13]=1.[OH-:29].[NH4+]>C(O)(=O)C>[CH2:11]([N:18]1[CH2:23][C:22](=[O:29])[C:21]2[N:1]=[C:2]3[N:3]=[C:4]([N:7]([CH3:9])[CH3:8])[NH:5][N:6]3[CH2:25][C:20]=2[CH2:19]1)[C:12]1[CH:17]=[CH:16][CH:15]=[CH:14][CH:13]=1 |f:1.2,3.4|. Procedure details: A mixture of 5.09 g (0.04 mole) of 5-amino-3-dimethylamino-1H-1,2,4-triazole, 11.35 g (0.04 mole) of 1-benzyl-3-carbomethoxy-4-piperidone-hydrochloride and 40 ml of acetic acid is heated to boiling for 2 hours. The reaction mixture is allowed to stand at room temperature for 16 hours. To the mixture 70 ml of a 25% ammonium hydroxide solution are added, the precipitated crystals are filtered and washed with hot methanol. The product is heated to boiling with 20 ml of methanol for 10 minutes and f...